This data is from the Open Reaction Database (ORD), a public repository of structured organic reaction records. The task is: describe an organic reaction: reactants, conditions, products, and yield The reactants are COC(=O)C(C)(C)NC(=O)c1ncc(O)cc1O, CO, CCN(C(C)C)C(C)C, O=S(=O)(Nc1ccccc1)C(F)(F)F. Reaction SMILES: [CH3:24][O:25][C:26]([C:27]([CH3:28])([CH3:29])[NH:30][C:31](=[O:32])[c:33]1[n:34][cH:35][c:36]([OH:40])[cH:37][c:38]1[OH:39])=[O:41].[CH3:42][OH:43].[CH:1]([N:2]([CH:3]([CH3:4])[CH3:5])[CH2:6][CH3:7])([CH3:8])[CH3:9].[c:10]1([NH:11][S:17](=[O:18])(=[O:19])[C:20]([F:21])([F:22])[F:23])[cH:12][cH:13][cH:14][cH:15][cH:16]1>>[S:17](=[O:18])(=[O:19])([C:20]([F:21])([F:22])[F:23])[O:40][c:36]1[cH:35][n:34][c:33]([C:31]([NH:30][C:27]([C:26]([O:25][CH3:24])=[O:41])([CH3:28])[CH3:29])=[O:32])[c:38]([OH:39])[cH:37]1. The product is COC(=O)C(C)(C)NC(=O)c1ncc(OS(=O)(=O)C(F)(F)F)cc1O. Starting materials: BrC1=CC(=C(C#N)C=C1)Cl (4-bromo-2-chlorobenzonitrile), CC(C)C[AlH]CC(C)C (DIBAL), CO (MeOH), Cl (HCl). Solvent: C1(=CC=CC=C1)C (toluene), O (water). Reaction conditions: temperature -50 celsius, time 10 minute. Yields the product BrC1=CC(=C(C=O)C=C1)Cl (4-bromo-2-chlorobenzaldehyde). Reaction SMILES: [Br:1][C:2]1[CH:9]=[CH:8][C:5]([C:6]#N)=[C:4]([Cl:10])[CH:3]=1.CC(C[AlH]CC(C)C)C.C[OH:21].Cl>C1(C)C=CC=CC=1.O>[Br:1][C:2]1[CH:9]=[CH:8][C:5]([CH:6]=[O:21])=[C:4]([Cl:10])[CH:3]=1. Procedure: To 4-bromo-2-chlorobenzonitrile (2.0 g, 9.2 mmol) in toluene (50 mL) at −78° C. under argon was added DIBAL (1M solution in toluene, 13.9 mL, 13.9 mmol). The mixture was allowed to warm to −50° C. over 4 h. MeOH (4.5 mL) and water (4.5 mL) were added and the mixture stirred for 10 min at −50° C. The mixture was allowed to warm to rt, acidified with 2N HCl (pH<7) and extracted with EtOAc (200 mL) and water (100 mL). The aqueous was further extracted with EtOAc (2×50 mL), the combined organics wer... RXN SMILES: [C:1](#[N:2])[c:3]1[c:4]([C:12]#[N:13])[cH:5][c:6]([N+:9]([O-:10])=[O:11])[cH:7][cH:8]1.[CH3:22][N:23]([CH3:24])[CH:25]=[O:26].[Na+:21].[O-:14][c:15]1[cH:16][cH:17][cH:18][cH:19][cH:20]1>>[C:1](#[N:2])[c:3]1[c:4]([C:12]#[N:13])[cH:5][c:6]([O:14][c:15]2[cH:16][cH:17][cH:18][cH:19][cH:20]2)[cH:7][cH:8]1. Product: N#Cc1ccc(Oc2ccccc2)cc1C#N. Starting materials: N#Cc1ccc([N+](=O)[O-])cc1C#N, CN(C)C=O, [Na+], [O-]c1ccccc1. Reactants: [BH4-].[Na+] (Sodium borohydride), FC(C(=O)OCC)(C(F)(F)F)F (Ethyl 2,2,3,3,3-pentafluoropropionate), Cl (hydrochloric acid). The solvent is CO (methanol). Reaction conditions: temperature -60 celsius, time 1 hour. Product: C(C)OC(C(C(F)(F)F)(F)F)O (1-Ethoxy-2,2,3,3,3-pentafluoro-propan-1-ol). Reaction SMILES: [F:1][C:2]([F:12])([C:8]([F:11])([F:10])[F:9])[C:3]([O:5][CH2:6][CH3:7])=[O:4].[BH4-].[Na+].Cl>CO>[CH2:6]([O:5][CH:3]([OH:4])[C:2]([F:12])([F:1])[C:8]([F:10])([F:11])[F:9])[CH3:7] |f:1.2|. Reported procedure: Ethyl 2,2,3,3,3-pentafluoropropionate (10.99 grams, 57.2 mmol) was dissolved in anhydrous methanol (57 ml) and cooled under argon to −60° C. Sodium borohydride (2.16 grams, 57.2 mmol) was added in four portions. After the addition was complete, stirring was continued for one hour and the temperature was held below −45° C. The mixture was cooled to −60° C. and 1M hydrochloric acid (172 ml) was added dropwise so that the temperature remained below −45° C. The mixture was slowly warmed to room temp... The reactants are COCCCOc1cc(CO)cc(OC)c1, Cc1ccccc1, O=C(O)C(F)(F)F, O=[Mn]=O. Product: COCCCOc1cc(C=O)cc(OC)c1. As a reaction SMILES: [CH3:1][O:2][c:3]1[cH:4][c:5]([CH2:15][OH:16])[cH:6][c:7]([O:9][CH2:10][CH2:11][CH2:12][O:13][CH3:14])[cH:8]1.[CH3:24][c:25]1[cH:26][cH:27][cH:28][cH:29][cH:30]1.[F:17][C:18]([F:19])([F:20])[C:21]([OH:22])=[O:23].[O:31]=[Mn:32]=[O:33]>>[CH3:1][O:2][c:3]1[cH:4][c:5]([CH:15]=[O:16])[cH:6][c:7]([O:9][CH2:10][CH2:11][CH2:12][O:13][CH3:14])[cH:8]1.